Task: describe an organic reaction: reactants, conditions, products, and yield. Dataset: the Open Reaction Database (ORD), a public repository of structured organic reaction records Starting materials: ClC1=NC=C(C(=N1)NC1=CC(=CC=C1)C)C(=O)N (2-chloro-4-(3-methylanilino)pyrimidine-5-carboxamide), NC1=CC=C(CN(C(OC(C)(C)C)=O)CCN2CCOCC2)C=C1 (tert-butyl 4-aminobenzyl(2-morpholin-4-ylethyl)carbamate), C(C)(C)N(CC)C(C)C (diisopropylethylamine), CN1CCCC1=O (NMP). Solvent: O (water). Run at temperature 130 celsius, time 8 hour. Yields the product Cl.Cl.Cl.CC=1C=C(C=CC1)NC1=NC(=NC=C1C(=O)N)NC1=CC=C(C=C1)CNCCN1CCOCC1 (4-[(3-methylphenyl)amino]-2-[(4-{[(2-morpholin-4-ylethyl)amino]methyl}phenyl)amino]pyrimidine-5-carboxamide trihydrochloride). The yield is 70.4%. As a reaction SMILES: [Cl:1][C:2]1[N:7]=[C:6]([NH:8][C:9]2[CH:14]=[CH:13][CH:12]=[C:11]([CH3:15])[CH:10]=2)[C:5]([C:16]([NH2:18])=[O:17])=[CH:4][N:3]=1.[NH2:19][C:20]1[CH:42]=[CH:41][C:23]([CH2:24][N:25]([CH2:33][CH2:34][N:35]2[CH2:40][CH2:39][O:38][CH2:37][CH2:36]2)C(=O)OC(C)(C)C)=[CH:22][CH:21]=1.C(N(C(C)C)CC)(C)C.CN1C(=O)CCC1>O>[ClH:1].[ClH:1].[ClH:1].[CH3:15][C:11]1[CH:10]=[C:9]([NH:8][C:6]2[C:5]([C:16]([NH2:18])=[O:17])=[CH:4][N:3]=[C:2]([NH:19][C:20]3[CH:42]=[CH:41][C:23]([CH2:24][NH:25][CH2:33][CH2:34][N:35]4[CH2:36][CH2:37][O:38][CH2:39][CH2:40]4)=[CH:22][CH:21]=3)[N:7]=2)[CH:14]=[CH:13][CH:12]=1 |f:5.6.7.8|. Procedure details: A mixture of 1.0 g of 2-chloro-4-(3-methylanilino)pyrimidine-5-carboxamide, 1.6 g of tert-butyl 4-aminobenzyl(2-morpholin-4-ylethyl)carbamate, 1.33 ml of diisopropylethylamine and 10 ml of NMP was stirred overnight at 130° C. The reaction mixture was cooled down to room temperature, and then mixed with water and extracted with ethyl acetate. The organic layer was washed with saturated brine, the solvent was evaporated, and the resulting residue was purified by a silica gel column chromatography ... Reactants: NC1=CC(=C(C=C1)CN1C[C@@H](N(CC1)C(=O)OC(C)(C)C)C)C (1,1-Dimethylethyl (2S)-4-[(4-amino-2-methylphenyl)methyl]-2-methyl-1-piperazinecarboxylate), C[C@@H]1N(CCN(C1)CC1=CC=C(C=C1)NC)C(=O)OC(C)(C)C (1,1-Dimethylethyl (2S)-2-methyl-4-{[4-(methylamino)phenyl]methyl}-1-piperazinecarboxylate). The product is C[C@@H]1N(CCN(C1)CC1=C(C=C(C=C1)NC)C)C(=O)OC(C)(C)C (1,1-Dimethylethyl (2S)-2-methyl-4-{[2-methyl-4-(methylamino)phenyl]methyl}-1-piperazinecarboxylate). As a reaction SMILES: [NH2:1][C:2]1[CH:7]=[CH:6][C:5]([CH2:8][N:9]2[CH2:14][CH2:13][N:12]([C:15]([O:17][C:18]([CH3:21])([CH3:20])[CH3:19])=[O:16])[C@@H:11]([CH3:22])[CH2:10]2)=[C:4]([CH3:23])[CH:3]=1.[CH3:24][C@H]1CN(CC2C=CC(NC)=CC=2)CCN1C(OC(C)(C)C)=O>>[CH3:22][C@H:11]1[CH2:10][N:9]([CH2:8][C:5]2[CH:6]=[CH:7][C:2]([NH:1][CH3:24])=[CH:3][C:4]=2[CH3:23])[CH2:14][CH2:13][N:12]1[C:15]([O:17][C:18]([CH3:19])([CH3:21])[CH3:20])=[O:16]. Procedure: The title compound was prepared from D7 using a method similar to that described for D3. The yield is 22.0%. The product is Cl.N[C@H]1CN(CCC1)C1=C2C(=NC=C1Br)NC=C2NC(CO)=O ((R)—N-(4-(3-aminopiperidin-1-yl)-5-bromo-1H-pyrrolo[2,3-b]pyridin-3-yl)-2-hydroxyacetamide hydrochloride). Reaction conditions: time 1 hour. Reactants: BrC=1C(=C2C(=NC1)NC=C2NC(CO)=O)N2C[C@@H](CCC2)NC(OC(C)(C)C)=O ((R)-tert-Butyl 1-(5-bromo-3-(2-hydroxyacetamido)-1H-pyrrolo[2,3-b]pyridin-4-yl)piperidin-3-ylcarbamate), C(=O)(C(F)(F)F)O (TFA), C(Cl)Cl (DCM). Procedure: (R)-tert-Butyl 1-(5-bromo-3-(2-hydroxyacetamido)-1H-pyrrolo[2,3-b]pyridin-4-yl)piperidin-3-ylcarbamate (0.220 g, 0.470 mmol) was placed in DCM (3 mL) at room temperature. TFA (1 mL) was then added. The reaction was stirred at room temperature for 1 hour and concentrated to dryness. The residue was purified by reverse phase chromatography (Biotage SP4, C-18 25M+, 5-50 CH3CN/water). The resulting product was next dissolved in minimal DCM (with MeOH to aid solubility) and added to a stirred solutio... RXN SMILES: [Br:1][C:2]1[C:3]([N:16]2[CH2:21][CH2:20][CH2:19][C@@H:18]([NH:22]C(=O)OC(C)(C)C)[CH2:17]2)=[C:4]2[C:10]([NH:11][C:12](=[O:15])[CH2:13][OH:14])=[CH:9][NH:8][C:5]2=[N:6][CH:7]=1.C(O)(C(F)(F)F)=O.C(Cl)[Cl:38]>>[ClH:38].[NH2:22][C@@H:18]1[CH2:19][CH2:20][CH2:21][N:16]([C:3]2[C:2]([Br:1])=[CH:7][N:6]=[C:5]3[NH:8][CH:9]=[C:10]([NH:11][C:12](=[O:15])[CH2:13][OH:14])[C:4]=23)[CH2:17]1 |f:3.4|. The reactants are BrC1=CC2=C(NC(O2)=O)C=C1 (6-Bromobenzoxazolinone), solution, CNC (dimethylamine). Solvent: CO (methanol). The product is BrC1=CC(=C(C=C1)NC(=O)N(C)C)O (N-(4-Bromo-2-hydroxyphenyl)-N',N'-dimethylurea). As a reaction SMILES: [Br:1][C:2]1[CH:11]=[CH:10][C:5]2[NH:6][C:7](=[O:9])[O:8][C:4]=2[CH:3]=1.[CH3:12][NH:13][CH3:14]>CO>[Br:1][C:2]1[CH:11]=[CH:10][C:5]([NH:6][C:7]([N:13]([CH3:14])[CH3:12])=[O:9])=[C:4]([OH:8])[CH:3]=1. Procedure: 6-Bromobenzoxazolinone (35.1 g) was stirred with 55 ml of a 38% solution of dimethylamine in methanol at 60° C. for 21/2 hours. The mixture was cooled and filtered, and the precipitate was washed with cold methanol to give the desired urea (17.9 g), m.pt. 178° C. (decomp.). Reactants: Nc1cccc([N+](=O)[O-])c1N, Cc1ccc(S(=O)(=O)Cl)cc1, c1ccncc1. Yields the product Cc1ccc(S(=O)(=O)Nc2cccc([N+](=O)[O-])c2N)cc1. Reaction SMILES: [N+:1](=[O:2])([O-:3])[c:4]1[c:5]([NH2:11])[c:6]([NH2:10])[cH:7][cH:8][cH:9]1.[c:12]1([CH3:22])[cH:13][cH:14][c:15]([S:18](=[O:19])(=[O:20])[Cl:21])[cH:16][cH:17]1.[cH:23]1[cH:24][cH:25][n:26][cH:27][cH:28]1>>[N+:1](=[O:2])([O-:3])[c:4]1[c:5]([NH2:11])[c:6]([NH:10][S:18]([c:15]2[cH:14][cH:13][c:12]([CH3:22])[cH:17][cH:16]2)(=[O:19])=[O:20])[cH:7][cH:8][cH:9]1. Starting materials: O=C([O-])[O-], CCNCC, CN(C)C=O, COc1cc2c(Oc3ccc(C)cc3C(=O)c3ccccc3)ccnc2cc1OCCCCCl, [K+], [K+], O. RXN SMILES: [C:40](=[O:41])([O-:42])[O-:43].[CH2:35]([CH3:36])[NH:37][CH2:38][CH3:39].[CH3:47][N:48]([CH3:49])[CH:50]=[O:51].[Cl:1][CH2:2][CH2:3][CH2:4][CH2:5][O:6][c:7]1[c:8]([O:33][CH3:34])[cH:9][c:10]2[c:11]([O:17][c:18]3[c:19]([C:25](=[O:26])[c:27]4[cH:28][cH:29][cH:30][cH:31][cH:32]4)[cH:20][c:21]([CH3:24])[cH:22][cH:23]3)[cH:12][cH:13][n:14][c:15]2[cH:16]1.[K+:44].[K+:45].[OH2:46]>>[CH2:2]([CH2:3][CH2:4][CH2:5][O:6][c:7]1[c:8]([O:33][CH3:34])[cH:9][c:10]2[c:11]([O:17][c:18]3[c:19]([C:25](=[O:26])[c:27]4[cH:28][cH:29][cH:30][cH:31][cH:32]4)[cH:20][c:21]([CH3:24])[cH:22][cH:23]3)[cH:12][cH:13][n:14][c:15]2[cH:16]1)[N:37]([CH2:35][CH3:36])[CH2:38][CH3:39]. The product is CCN(CC)CCCCOc1cc2nccc(Oc3ccc(C)cc3C(=O)c3ccccc3)c2cc1OC. Procedure: To a stirred solution of ethyl 2-(3,4-diaminophenoxy)acetate (144 mg, 0.685 mmol) in dry CHCl3 (5 mL) at 0° C., pyridine (0.083 mL, 1.027 mmol) and triphosgene (203 mg, 0.685 mmol) were added and allowed to stir at room temperature for two hours. Completion of the reaction was monitored by LCMS. Solvent was removed under vacuum. Water was added to the residue. The solid which formed was filtered and dried to afford crude ethyl 2-((2-oxo-2,3-dihydro-1H-benzo[d]imidazol-5-yl)oxy)acetate (85 mg, 75... The reactants are NC=1C=C(OCC(=O)OCC)C=CC1N (ethyl 2-(3,4-diaminophenoxy)acetate), N1=CC=CC=C1 (pyridine), ClC(Cl)(OC(OC(Cl)(Cl)Cl)=O)Cl (triphosgene). The yield is 52.5%. Run in C(Cl)(Cl)Cl (CHCl3). As a reaction SMILES: [NH2:1][C:2]1[CH:3]=[C:4]([CH:12]=[CH:13][C:14]=1[NH2:15])[O:5][CH2:6][C:7]([O:9][CH2:10][CH3:11])=[O:8].N1C=CC=CC=1.Cl[C:23](Cl)([O:25]C(=O)OC(Cl)(Cl)Cl)Cl>C(Cl)(Cl)Cl>[O:25]=[C:23]1[NH:15][C:14]2[CH:13]=[CH:12][C:4]([O:5][CH2:6][C:7]([O:9][CH2:10][CH3:11])=[O:8])=[CH:3][C:2]=2[NH:1]1. Product: O=C1NC2=C(N1)C=CC(=C2)OCC(=O)OCC (ethyl 2-((2-oxo-2,3-dihydro-1H-benzo[d]imidazol-5-yl)oxy)acetate). Reaction conditions: time 2 hour.